This data is from the Open Reaction Database (ORD), a public repository of structured organic reaction records. The task is: describe an organic reaction: reactants, conditions, products, and yield Reactants: C1CCNCC1, C1CCOC1, O=[N+]([O-])c1cccc(CCl)c1, O. The product is O=[N+]([O-])c1cccc(CN2CCCCC2)c1. RXN SMILES: [CH2:12]1[CH2:13][CH2:14][NH:15][CH2:16][CH2:17]1.[CH2:19]1[O:20][CH2:21][CH2:22][CH2:23]1.[N+:1](=[O:2])([O-:3])[c:4]1[cH:5][c:6]([CH2:7][Cl:8])[cH:9][cH:10][cH:11]1.[OH2:18]>>[N+:1](=[O:2])([O-:3])[c:4]1[cH:5][c:6]([CH2:7][N:15]2[CH2:14][CH2:13][CH2:12][CH2:17][CH2:16]2)[cH:9][cH:10][cH:11]1. The reactants are [Br-], COCc1cnc2[nH]ccc2c1, CCCC[N+](CCCC)(CCCC)CCCC, ClCCl, [Na+], [OH-], O=S(=O)(Cl)Cl, c1ccccc1. Yields the product COCc1cnc2c(ccn2S(=O)(=O)c2ccccc2)c1. Reaction SMILES: [Br-:26].[CH3:1][O:2][CH2:3][c:4]1[cH:5][c:6]2[c:7]([n:8][cH:9]1)[nH:10][cH:11][cH:12]2.[CH3:27][CH2:28][CH2:29][CH2:30][N+:31]([CH2:32][CH2:33][CH2:34][CH3:35])([CH2:36][CH2:37][CH2:38][CH3:39])[CH2:40][CH2:41][CH2:42][CH3:43].[Cl:44][CH2:45][Cl:46].[Na+:14].[OH-:13].[S:15](=[O:16])(=[O:17])([Cl:18])[Cl:19].[cH:20]1[cH:21][cH:22][cH:23][cH:24][cH:25]1>>[CH3:1][O:2][CH2:3][c:4]1[cH:5][c:6]2[c:7]([n:8][cH:9]1)[n:10]([S:15](=[O:16])(=[O:17])[c:20]1[cH:21][cH:22][cH:23][cH:24][cH:25]1)[cH:11][cH:12]2. The reactants are C(CCCCC)(=O)OC1=CC=C(C=C1)CCCCCCCCCCCCCC (hexanoic acid, 4-tetradecylphenyl ester), [Cl-].[Al+3].[Cl-].[Cl-] (aluminum chloride), Cl (hydrochloric acid). Solvent: CCOCC (ether). Yields the product OC1=C(C=C(C=C1)CCCCCCCCCCCCCC)C(CCCCC)=O (1-(2-Hydroxy-5-tetradecylphenyl)-1-hexanone). The yield is 170.1%. Reaction SMILES: C([O:8][C:9]1[CH:14]=[CH:13][C:12]([CH2:15][CH2:16][CH2:17][CH2:18][CH2:19][CH2:20][CH2:21][CH2:22][CH2:23][CH2:24][CH2:25][CH2:26][CH2:27][CH3:28])=[CH:11][CH:10]=1)(=O)CCCCC.[Cl-].[Al+3].[Cl-].[Cl-].Cl>CCOCC>[OH:8][C:9]1[CH:10]=[CH:11][C:12]([CH2:15][CH2:16][CH2:17][CH2:18][CH2:19][CH2:20][CH2:21][CH2:22][CH2:23][CH2:24][CH2:25][CH2:26][CH2:27][CH3:28])=[CH:13][C:14]=1[C:9](=[O:8])[CH2:10][CH2:11][CH2:12][CH2:13][CH3:14] |f:1.2.3.4|. Procedure: To a melted liquid of 38.8 g of hexanoic acid, 4-tetradecylphenyl ester at 80°-95° C. was added 26.67 g of aluminum chloride in small portions over a period of 2 hours. This mixture was heated for an additional hour, then allowed to cool, diluted with ether and poured onto ice containing 10 ml of concentrated hydrochloric acid. The organic layer was washed with water, dried and the solvent evaporated. The residue was chromatographed on silica gel, eluting with hexane:ethyl acetate (50:1), giving...